This data is from the Open Reaction Database (ORD), a public repository of structured organic reaction records. The task is: describe an organic reaction: reactants, conditions, products, and yield Procedure: 2-Methyl-3-thiophenecarboxylic acid (54 g) was reacted with thionyl chloride (100 ml) at 60° C. for 1.5 hr. The reaction solution was evaporated, and to the resulting residue was added THF (100 mlx2), and then excess thionyl chloride was removed, to give 60.5 g of the title compound. The reactants are CC=1SC=CC1C(=O)O (2-Methyl-3-thiophenecarboxylic acid), S(=O)(Cl)Cl (thionyl chloride). Yields the product [Cl-].CC=1SC=CC1C(=O)[O-] (2-Methyl-3-thiophenecarboxylate chloride). RXN SMILES: [CH3:1][C:2]1[S:3][CH:4]=[CH:5][C:6]=1[C:7]([OH:9])=[O:8].S(Cl)([Cl:12])=O>>[Cl-:12].[CH3:1][C:2]1[S:3][CH:4]=[CH:5][C:6]=1[C:7]([O-:9])=[O:8] |f:2.3|. Product: O=Cc1ccc(N(Cc2ccccc2)Cc2ccccc2)cc1. Reaction SMILES: [Br:1][c:2]1[cH:3][cH:4][c:5]([N:6]([CH2:7][c:8]2[cH:9][cH:10][cH:11][cH:12][cH:13]2)[CH2:14][c:15]2[cH:16][cH:17][cH:18][cH:19][cH:20]2)[cH:21][cH:22]1.[CH2:29]([Li:30])[CH2:31][CH2:32][CH3:33].[CH3:23][CH2:24][CH2:25][CH2:26][CH2:27][CH3:28].[CH3:34][N:35]([CH:36]=[O:37])[CH3:38].[O:40]1[CH2:41][CH2:42][CH2:43][CH2:44]1.[OH2:39]>>[c:2]1([CH:36]=[O:37])[cH:3][cH:4][c:5]([N:6]([CH2:7][c:8]2[cH:9][cH:10][cH:11][cH:12][cH:13]2)[CH2:14][c:15]2[cH:16][cH:17][cH:18][cH:19][cH:20]2)[cH:21][cH:22]1. The reactants are Brc1ccc(N(Cc2ccccc2)Cc2ccccc2)cc1, [Li]CCCC, CCCCCC, CN(C)C=O, C1CCOC1, O. The yield is 50.0%. Yields the product CC1=NC(=CC=C1NS(=O)(=O)C1CCCCC1)N1C[C@H](CC1)N1[C@H](CCC1)C (Cyclohexanesulfonic acid [2-methyl-6-((2S,3′S)-2-methyl-[1,3′]bipyrrolidinyl-1′-yl)-pyridin-3-yl]-amide), compound. RXN SMILES: [CH3:1][C:2]1[C:7]([NH2:8])=[CH:6][CH:5]=[C:4]([N:9]2[CH2:13][CH2:12][C@H:11]([N:14]3[CH2:18][CH2:17][CH2:16][C@@H:15]3[CH3:19])[CH2:10]2)[N:3]=1.[CH:20]1([S:26](Cl)(=[O:28])=[O:27])[CH2:25][CH2:24][CH2:23][CH2:22][CH2:21]1>ClCCl.N1C=CC=CC=1>[CH3:1][C:2]1[C:7]([NH:8][S:26]([CH:20]2[CH2:25][CH2:24][CH2:23][CH2:22][CH2:21]2)(=[O:28])=[O:27])=[CH:6][CH:5]=[C:4]([N:9]2[CH2:13][CH2:12][C@H:11]([N:14]3[CH2:18][CH2:17][CH2:16][C@@H:15]3[CH3:19])[CH2:10]2)[N:3]=1. The reactants are CC1=NC(=CC=C1N)N1C[C@H](CC1)N1[C@H](CCC1)C (2-methyl-6-((2S,3′S)-2-methyl-[1,3′]bipyrrolidinyl-1′-yl)-pyridin-3-ylamine), C1(CCCCC1)S(=O)(=O)Cl (cyclohexanesulfonyl chloride). Procedure details: The title compound was synthesized substantially in the same manner as Example 3 by coupling of 2-methyl-6-((2S,3′S)-2-methyl-[1,3′]bipyrrolidinyl-1′-yl)-pyridin-3-ylamine (0.025 g, 0.096 mmol) with cyclohexanesulfonyl chloride (0.053 g, 0.288 mmol) in dichloromethane (3 mL) and pyridine (0.500 mL) to obtain 0.0195 g (50%) of the compound. The solvent is ClCCl (dichloromethane), N1=CC=CC=C1 (pyridine). Reactants: CC1=NC(=NC=C1)N1CCN(CC1)C(=O)OC(C)(C)C (tert-butyl 4-(4-methylpyrimidin-2-yl)piperazine-1-carboxylate), C(Cl)Cl (DCM). Solvent: FC(C(=O)O)(F)F (trifluoroacetic acid). Run at time 3 hour. Product: Cl.Cl.CC1=NC(=NC=C1)N1CCNCC1 (4-Methyl-2-piperazin-1-yl-pyrimidine dihydrochloride). The yield is 71.0%. As a reaction SMILES: [CH3:1][C:2]1[CH:7]=[CH:6][N:5]=[C:4]([N:8]2[CH2:13][CH2:12][N:11](C(OC(C)(C)C)=O)[CH2:10][CH2:9]2)[N:3]=1.C(Cl)[Cl:22]>FC(F)(F)C(O)=O>[ClH:22].[ClH:22].[CH3:1][C:2]1[CH:7]=[CH:6][N:5]=[C:4]([N:8]2[CH2:9][CH2:10][NH:11][CH2:12][CH2:13]2)[N:3]=1 |f:3.4.5|. Procedure details: The product from the previous step (tert-butyl 4-(4-methylpyrimidin-2-yl)piperazine-1-carboxylate) was dissolved in a one-to-one mixture of trifluoroacetic acid and DCM (8 ml) and stirred at room temperature for three hours. The volatiles were removed under reduced pressure, the residue was dissolved in DCM and evaporated. The residue was dissolved in THF (10 ml), HCl in dioxane (4N, 2 ml) was added and the resulting precipitate was collected by repeated centrifugation, dekantation and washing w... The reactants are C, CO, Cl, [H][H], [Pd], C1=C(c2ccccc2)CCNC1. Product: Cl, c1ccc(C2CCNCC2)cc1. As a reaction SMILES: [C:18].[CH3:16][OH:17].[ClH:1].[H:14][H:15].[Pd:19].[c:2]1([C:8]2=[CH:13][CH2:12][NH:11][CH2:10][CH2:9]2)[cH:3][cH:4][cH:5][cH:6][cH:7]1>>[ClH:1].[c:2]1([CH:8]2[CH2:9][CH2:10][NH:11][CH2:12][CH2:13]2)[cH:3][cH:4][cH:5][cH:6][cH:7]1. Starting materials: COC1=CC=C(CN2N=C(C=3C2=NC=CC3OC3=C(C=C(C=C3)N)F)I)C=C1 (4-(1-(4-methoxybenzyl)-3-iodo-1H-pyrazolo[3,4-b]pyridin-4-yloxy)-3-fluorobenzenamine), N[C@@H]1[C@H](CN(CC1)C(=O)OC(C)(C)C)F ((3S*,4S*)-tert-butyl 4-amino-3-fluoropiperidine-1-carboxylate). Yields the product COC1=CC=C(CN2N=C(C=3C2=NC=CC3OC3=C(C=C(C=C3)N)F)N[C@@H]3[C@H](CN(CC3)C(=O)OC(C)(C)C)F)C=C1 ((3S*,4S*)-tert-butyl 4-(1-(4-methoxybenzyl)-4-(4-amino-2-fluorophenoxy)-1H-pyrazolo[3,4-b]pyridin-3-ylamino)-3-fluoropiperidine-1-carboxylate). Reaction SMILES: [CH3:1][O:2][C:3]1[CH:28]=[CH:27][C:6]([CH2:7][N:8]2[C:12]3=[N:13][CH:14]=[CH:15][C:16]([O:17][C:18]4[CH:23]=[CH:22][C:21]([NH2:24])=[CH:20][C:19]=4[F:25])=[C:11]3[C:10](I)=[N:9]2)=[CH:5][CH:4]=1.[NH2:29][C@H:30]1[CH2:35][CH2:34][N:33]([C:36]([O:38][C:39]([CH3:42])([CH3:41])[CH3:40])=[O:37])[CH2:32][C@@H:31]1[F:43]>>[CH3:1][O:2][C:3]1[CH:28]=[CH:27][C:6]([CH2:7][N:8]2[C:12]3=[N:13][CH:14]=[CH:15][C:16]([O:17][C:18]4[CH:23]=[CH:22][C:21]([NH2:24])=[CH:20][C:19]=4[F:25])=[C:11]3[C:10]([NH:29][C@H:30]3[CH2:35][CH2:34][N:33]([C:36]([O:38][C:39]([CH3:41])([CH3:40])[CH3:42])=[O:37])[CH2:32][C@@H:31]3[F:43])=[N:9]2)=[CH:5][CH:4]=1. Reported procedure: Prepared from 4-(1-(4-methoxybenzyl)-3-iodo-1H-pyrazolo[3,4-b]pyridin-4-yloxy)-3-fluorobenzenamine (0.123 g, 0.25 mmol, prepared according to Example 7, Step B), and ±(3S*,4S*)-tert-butyl 4-amino-3-fluoropiperidine-1-carboxylate (0.164 g, 0.750 mmol, prepared according to the procedure described in WO 2006/087543) according to the procedure described for Example 143, Step A. LRMS (APCI+): m/z 581 (M+1) detected. Starting materials: B(Br)(Br)Br (boron tribromide), ClC=1C=C(NC=2C3=C(N=CN2)NC(=C3)C3=CC=C(C=C3)OC)C=CC1 (4-(3-chloro-anilino)-6-(4-methoxy-phenyl)-7H-pyrrolo[2,3-d]pyrimidine). The solvent is C(Cl)Cl (methylene chloride), C(Cl)Cl (methylene chloride). Conditions: time 21 hour. The product is Br.ClC=1C=C(NC=2C3=C(N=CN2)NC(=C3)C3=CC=C(C=C3)O)C=CC1 (4-(3-Chloro-anilino)-6-(4-hydroxy-phenyl)-7H-pyrrolo[2,3-d]pyrimidine hydrobromide). Reaction SMILES: B(Br)(Br)[Br:2].[Cl:5][C:6]1[CH:7]=[C:8]([CH:27]=[CH:28][CH:29]=1)[NH:9][C:10]1[C:11]2[CH:18]=[C:17]([C:19]3[CH:24]=[CH:23][C:22]([O:25]C)=[CH:21][CH:20]=3)[NH:16][C:12]=2[N:13]=[CH:14][N:15]=1>C(Cl)Cl>[BrH:2].[Cl:5][C:6]1[CH:7]=[C:8]([CH:27]=[CH:28][CH:29]=1)[NH:9][C:10]1[C:11]2[CH:18]=[C:17]([C:19]3[CH:24]=[CH:23][C:22]([OH:25])=[CH:21][CH:20]=3)[NH:16][C:12]=2[N:13]=[CH:14][N:15]=1 |f:3.4|. Reported procedure: With the exclusion of moisture, at approximately 0° C., 6 ml of boron tribromide in 100 ml of methylene chloride are added within the course of 40 min to 2.0 g (5.7 mmol) of 4-(3-chloro-anilino)-6-(4-methoxy-phenyl)-7H-pyrrolo[2,3-d]pyrimidine in 60 ml of methylene chloride. After 21 hours' stirring at RT the reaction mixture is filtered. The crude product is precipitated from the filtrate with approximately 1 liter of hexane, filtered off and washed with hexane. The residue is taken up in 0.2 l...